From a dataset of the Open Reaction Database (ORD), a public repository of structured organic reaction records. describe an organic reaction: reactants, conditions, products, and yield Reactants: solution, O.ON1N=NC2=C1C=CC=C2 (N-hydroxybenzotriazole hydrate), Cl.CN(CCCN=C=NCC)C (1-(3-dimethylaminopropyl)-3-ethylcarbodiimide hydrochloride), ClC=1C(=NC(=CC1)Cl)C(=O)O (3,6-dichloro-2-pyridinecarboxylic acid), C1=CSC(=N1)N (aminothiazole). Run in C(Cl)(Cl)Cl (chloroform). Reaction conditions: time 24 hour. The product is ClC=1C(=NC(=CC1)Cl)C(=O)NC=1SC=CN1 (3,6-dichloro-N-(thiazole-2-yl)-2-pyridine carboxamide). Yield: 64.0%. As a reaction SMILES: [Cl:1][C:2]1[C:3]([C:9]([OH:11])=O)=[N:4][C:5]([Cl:8])=[CH:6][CH:7]=1.[CH:12]1[N:16]=[C:15]([NH2:17])[S:14][CH:13]=1.O.ON1C2C=CC=CC=2N=N1.Cl.CN(C)CCCN=C=NCC>C(Cl)(Cl)Cl>[Cl:1][C:2]1[C:3]([C:9]([NH:17][C:15]2[S:14][CH:13]=[CH:12][N:16]=2)=[O:11])=[N:4][C:5]([Cl:8])=[CH:6][CH:7]=1 |f:2.3,4.5|. Procedure details: To a solution (400 ml) of 14.1 g (73.0 mmol) of 3,6-dichloro-2-pyridinecarboxylic acid in chloroform were successively added 9.00 g (89.9 mmol) of aminothiazole, 12.1 g (89.7 mmol) of N-hydroxybenzotriazole hydrate and 19.0 g (99.2 mmol) of 1-(3-dimethylaminopropyl)-3-ethylcarbodiimide hydrochloride followed by stirring at room temperature for 24 hours. After the reaction solution was concentrated, ethyl acetate was added to the residue followed by washing with 0.2N aqueous solution of hydrochlo... As a reaction SMILES: [CH3:12][n:13]1[n:14][cH:15][c:16](-[c:18]2[cH:19][c:20]3[c:25]([cH:26][cH:27]2)[O:24][C:23]2([CH2:22][C:21]3=[O:33])[CH2:28][CH2:29][NH:30][CH2:31][CH2:32]2)[cH:17]1.[CH:34]1([c:37]2[cH:38][cH:39][cH:40][c:41]3[c:42]([OH:50])[cH:43][c:44]([C:47](=[O:48])[OH:49])[n:45][c:46]23)[CH2:35][CH2:36]1.[ClH:11].[O:52]=[CH:53][N:54]([CH3:55])[CH3:56].[OH2:51].[OH:1][n:2]1[c:3]2[c:4]([cH:5][cH:6][cH:7][cH:8]2)[n:9][n:10]1>>[CH3:12][n:13]1[n:14][cH:15][c:16](-[c:18]2[cH:19][c:20]3[c:25]([cH:26][cH:27]2)[O:24][C:23]2([CH2:22][C:21]3=[O:33])[CH2:28][CH2:29][N:30]([C:47]([c:44]3[cH:43][c:42]([OH:50])[c:41]4[cH:40][cH:39][cH:38][c:37]([CH:34]5[CH2:35][CH2:36]5)[c:46]4[n:45]3)=[O:48])[CH2:31][CH2:32]2)[cH:17]1. Reactants: Cn1cc(-c2ccc3c(c2)C(=O)CC2(CCNCC2)O3)cn1, O=C(O)c1cc(O)c2cccc(C3CC3)c2n1, Cl, CN(C)C=O, O, On1nnc2ccccc21. The product is Cn1cc(-c2ccc3c(c2)C(=O)CC2(CCN(C(=O)c4cc(O)c5cccc(C6CC6)c5n4)CC2)O3)cn1. Starting materials: CC(C)(C)OC(=O)NC(Cc1ccccc1)C(=O)O, CCN=C=NCCCN(C)C, NC1c2ccsc2CC1O, CN(C)C=O, O=C(O)CC(O)(CC(=O)O)C(=O)O. Product: CC(C)(C)OC(=O)NC(Cc1ccccc1)C(=O)NC1c2ccsc2CC1O. As a reaction SMILES: [C:11](=[O:12])([O:13][C:14]([CH3:15])([CH3:16])[CH3:17])[NH:18][CH:19]([CH2:20][c:21]1[cH:22][cH:23][cH:24][cH:25][cH:26]1)[C:27](=[O:28])[OH:29].[CH3:30][CH2:31][N:32]=[C:33]=[N:34][CH2:35][CH2:36][CH2:37][N:38]([CH3:39])[CH3:40].[NH2:1][CH:2]1[CH:3]([OH:10])[CH2:4][c:5]2[s:6][cH:7][cH:8][c:9]21.[O:54]=[CH:55][N:56]([CH3:57])[CH3:58].[OH:41][C:42]([CH2:43][C:44]([C:45](=[O:46])[OH:47])([CH2:48][C:49](=[O:50])[OH:51])[OH:52])=[O:53]>>[NH:1]([CH:2]1[CH:3]([OH:10])[CH2:4][c:5]2[s:6][cH:7][cH:8][c:9]21)[C:27]([CH:19]([NH:18][C:11](=[O:12])[O:13][C:14]([CH3:15])([CH3:16])[CH3:17])[CH2:20][c:21]1[cH:22][cH:23][cH:24][cH:25][cH:26]1)=[O:28]. Reactants: CCOC(C)=O, [H][H], COc1ccc(C2CC=CCC2[N+](=O)[O-])cc1OC. Product: COc1ccc(C2CCCCC2[N+](=O)[O-])cc1OC. RXN SMILES: [CH3:22][CH2:23][O:24][C:25](=[O:26])[CH3:27].[H:20][H:21].[N+:1](=[O:2])([O-:3])[CH:4]1[CH2:5][CH:6]=[CH:7][CH2:8][CH:9]1[c:10]1[cH:11][c:12]([O:18][CH3:19])[c:13]([O:16][CH3:17])[cH:14][cH:15]1>>[N+:1](=[O:2])([O-:3])[CH:4]1[CH2:5][CH2:6][CH2:7][CH2:8][CH:9]1[c:10]1[cH:11][c:12]([O:18][CH3:19])[c:13]([O:16][CH3:17])[cH:14][cH:15]1. Starting materials: C(C)(C)(C)OC(=O)N(C(=O)OC(C)(C)C)C1=NC=CC=C1C#C (di-tert-butyl(3-ethinyl pyridin-2-yl)imidodicarbonate), Example 1-3-4, 4-dimethyl aminopyridine, target compound, Example 3-1-1, [N+](=O)([O-])CCC1=CC=C(COC2=NC=CC=C2)C=C1 (2-(4-(2-nitro-ethyl)-benzyloxy)pyridine), C(=O)(OC(C)(C)C)OC(=O)OC(C)(C)C (di-tert-butyl dicarbonate). Run in O1CCCC1 (tetrahydrofuran). Reaction conditions: time 8 hour. The product is C(C)(C)(C)OC(=O)N(C(=O)OC(C)(C)C)C1=NC=CC=C1C1=CC(=NO1)CC1=CC=C(C=C1)COC1=NC=CC=C1 (Di-tert-butyl(3-(3-(4-((pyridin-2-yloxy) methyl)benzyl)isoxazol-5-yl)pyridin-2-yl)imidodicarbonate). RXN SMILES: [C:1]([O:5][C:6]([N:8]([C:16]1[C:21]([C:22]#[CH:23])=[CH:20][CH:19]=[CH:18][N:17]=1)[C:9]([O:11][C:12]([CH3:15])([CH3:14])[CH3:13])=[O:10])=[O:7])([CH3:4])([CH3:3])[CH3:2].[N+:24]([CH2:27][CH2:28][C:29]1[CH:42]=[CH:41][C:32]([CH2:33][O:34][C:35]2[CH:40]=[CH:39][CH:38]=[CH:37][N:36]=2)=[CH:31][CH:30]=1)([O-])=[O:25].C(OC(OC(C)(C)C)=O)(OC(C)(C)C)=O>O1CCCC1>[C:1]([O:5][C:6]([N:8]([C:16]1[C:21]([C:22]2[O:25][N:24]=[C:27]([CH2:28][C:29]3[CH:30]=[CH:31][C:32]([CH2:33][O:34][C:35]4[CH:40]=[CH:39][CH:38]=[CH:37][N:36]=4)=[CH:41][CH:42]=3)[CH:23]=2)=[CH:20][CH:19]=[CH:18][N:17]=1)[C:9]([O:11][C:12]([CH3:14])([CH3:15])[CH3:13])=[O:10])=[O:7])([CH3:2])([CH3:3])[CH3:4]. Procedure details: Under stirring at room temperature, to a solution of di-tert-butyl(3-ethinyl pyridin-2-yl)imidodicarbonate described in Preparation Example 3-1-1 (12 g), 2-(4-(2-nitro-ethyl)-benzyloxy)pyridine described in Preparation Example 1-3-4 (19.4 g), 4-dimethyl aminopyridine (230 mg), tetrahydrofuran (200 mL) was added di-tert-butyl dicarbonate (28.8 g) divided into four portions over 8 hours. After the additions were finished, stirring was carried out at room temperature for an additional 22 hours. Sil... Procedure details: N4 -acetyl-N1 -hexanoylsulfanilamide from the previous step was treated with sodium hydroxide (24.6 g) in D.I. water (200 mL) while heating to reflux. After 3 hours reaction time, the heating was stopped and the solution pH adjusted to 8 with 2N HCl. The solution was cooled in an ice bath and then filtered to remove sulfanilamide. The filtrate was acidified with aqueous HCl to pH 2 to precipitate the product, N1 -hexanoylsulfanilamide, 37.9 g. This material was recrystallized from hot ethanol (7... The reactants are C(C)(=O)NC1=CC=C(S(=O)(=O)NC(CCCCC)=O)C=C1 (N4 -acetyl-N1 -hexanoylsulfanilamide), [OH-].[Na+] (sodium hydroxide), Cl (HCl). Product: C(CCCCC)(=O)NS(=O)(C1=CC=C(C=C1)N)=O (N1 -hexanoylsulfanilamide). Reaction SMILES: C([NH:4][C:5]1[CH:21]=[CH:20][C:8]([S:9]([NH:12][C:13](=[O:19])[CH2:14][CH2:15][CH2:16][CH2:17][CH3:18])(=[O:11])=[O:10])=[CH:7][CH:6]=1)(=O)C.[OH-].[Na+].Cl>O>[C:13]([NH:12][S:9](=[O:10])([C:8]1[CH:7]=[CH:6][C:5]([NH2:4])=[CH:21][CH:20]=1)=[O:11])(=[O:19])[CH2:14][CH2:15][CH2:16][CH2:17][CH3:18] |f:1.2|. Run in O (water). The reactants are C(C)(C)(C)OC(=O)N[C@@H](C(=O)O)C1=CC=CC=C1 ((R)-2-((tert-Butoxycarbonyl)amino)-2-phenylacetic acid), N12C[C@@H](C(CC1)CC2)O ((R)-quinuclidin-3-ol), C1(CCCCC1)N=C=NC1CCCCC1 (N,N′-Dicyclohexylcarbodiimide), O.ON1N=NC2=C1C=CC=C2 (1-hydroxybenzotriazole hydrate). The solvent is O1CCCC1 (tetrahydrofuran). Reaction conditions: time 18 hour. Product: C(C)(C)(C)OC(=O)N[C@@H](C(=O)O[C@H]1CN2CCC1CC2)C2=CC=CC=C2 ((R)—(R)-quinuclidin-3-yl 2-((tert-butoxycarbonyl)amino)-2-phenylacetate). The yield is 12.5%. Reaction SMILES: [C:1]([O:5][C:6]([NH:8][C@H:9]([C:13]1[CH:18]=[CH:17][CH:16]=[CH:15][CH:14]=1)[C:10]([OH:12])=[O:11])=[O:7])([CH3:4])([CH3:3])[CH3:2].[N:19]12[CH2:26][CH2:25][CH:22]([CH2:23][CH2:24]1)[C@@H:21](O)[CH2:20]2.C1(N=C=NC2CCCCC2)CCCCC1.O.ON1C2C=CC=CC=2N=N1>O1CCCC1>[C:1]([O:5][C:6]([NH:8][C@H:9]([C:13]1[CH:18]=[CH:17][CH:16]=[CH:15][CH:14]=1)[C:10]([O:12][C@@H:21]1[CH:22]2[CH2:25][CH2:26][N:19]([CH2:24][CH2:23]2)[CH2:20]1)=[O:11])=[O:7])([CH3:4])([CH3:2])[CH3:3] |f:3.4|. Reported procedure: (R)-2-((tert-Butoxycarbonyl)amino)-2-phenylacetic acid (5.0 g, 19.9 mmol), (R)-quinuclidin-3-ol (3.8 g, 29.8 mmol), N,N′-Dicyclohexylcarbodiimide (4.72 g, 22.9 mmol) and 1-hydroxybenzotriazole hydrate (3.09 g, 22.9 mmol) where mixed together in tetrahydrofuran (175 mL) and stirred at ambient temperature for 18 hours. After this time the reaction mixture was filtered through a pad of Celite® and concentrated in vacuo. The resulting crude was partitioned between ethyl acetate (100 mL) and 10% aque... Reactants: CCCCCCCCCCc1ccc(C(=O)Cl)cc1, C1CCOC1, Cc1cccc(C)n1. The product is CCCCCCCCCCc1ccc(C=O)cc1. As a reaction SMILES: [CH2:1]([CH2:2][CH2:3][CH2:4][CH2:5][CH2:6][CH2:7][CH2:8][CH2:9][CH3:10])[c:11]1[cH:12][cH:13][c:14]([C:15](=[O:16])[Cl:17])[cH:18][cH:19]1.[O:28]1[CH2:29][CH2:30][CH2:31][CH2:32]1.[n:20]1[c:21]([CH3:22])[cH:23][cH:24][cH:25][c:26]1[CH3:27]>>[CH2:1]([CH2:2][CH2:3][CH2:4][CH2:5][CH2:6][CH2:7][CH2:8][CH2:9][CH3:10])[c:11]1[cH:12][cH:13][c:14]([CH:15]=[O:16])[cH:18][cH:19]1. The reactants are CC(=O)O, CCCCC=O, [Na+], O=C1CCCC1, [OH-]. The product is CCCCC=C1CCCC1=O. RXN SMILES: [CH3:15][C:16](=[O:17])[OH:18].[CH:9]([CH2:10][CH2:11][CH2:12][CH3:13])=[O:14].[Na+:8].[O:1]=[C:2]1[CH2:3][CH2:4][CH2:5][CH2:6]1.[OH-:7]>>[O:1]=[C:2]1[C:3](=[CH:9][CH2:10][CH2:11][CH2:12][CH3:13])[CH2:4][CH2:5][CH2:6]1.